From a dataset of the Open Reaction Database (ORD), a public repository of structured organic reaction records. describe an organic reaction: reactants, conditions, products, and yield Starting materials: O (water), S(=O)(=O)([O-])[O-].[Al+3].[K+].S(=O)(=O)([O-])[O-] (potassium aluminum sulfate), CC1=C2[C@H](C(=O)[C@@]3([C@H](C[C@@H]4[C@]([C@H]3[C@@H]([C@@](C2(C)C)(C[C@@H]1OC(=O)[C@@H]([C@H](C=5C=CC=CC5)NC(=O)OC(C)(C)C)O)O)OC(=O)C=6C=CC=CC6)(CO4)OC(=O)C)O)C)O (docetaxel). The solvent is O1CCOCC1 (1,4-dioxane). Conditions: temperature 27.5 celsius, time 27.5 minute. The product is CC1=C2[C@H](C(=O)[C@@]3([C@H](C[C@@H]4[C@]([C@H]3[C@@H]([C@](C2(C)C)(C[C@@H]1OC(=O)[C@@H]([C@H](C5=CC=CC=C5)NC(=O)OC(C)(C)C)O)O)OC(=O)C6=CC=CC=C6)(CO4)OC(=O)C)O)C)O.O.O.O (Docetaxel trihydrate). The yield is 70.0%. RXN SMILES: [CH3:1][C:2]1[C@@H:19]([O:20][C:21]([C@H:23]([OH:39])[C@@H:24]([NH:31][C:32]([O:34][C:35]([CH3:38])([CH3:37])[CH3:36])=[O:33])[C:25]2[CH:26]=[CH:27][CH:28]=[CH:29][CH:30]=2)=[O:22])[CH2:18][C@:14]2([OH:40])[C:15]([CH3:17])([CH3:16])[C:3]=1[C@@H:4]([OH:58])[C:5]([C@@:7]1([CH3:57])[C@H:12]([C@@H:13]2[O:41][C:42]([C:44]2[CH:45]=[CH:46][CH:47]=[CH:48][CH:49]=2)=[O:43])[C@:11]2([O:52][C:53]([CH3:55])=[O:54])[CH2:50][O:51][C@@H:10]2[CH2:9][C@@H:8]1[OH:56])=[O:6].[OH2:59].S([O-])([O-])(=O)=[O:61].[Al+3].[K+].S([O-])([O-])(=O)=[O:68]>O1CCOCC1>[CH3:1][C:2]1[C@@H:19]([O:20][C:21]([C@H:23]([OH:39])[C@@H:24]([NH:31][C:32]([O:34][C:35]([CH3:36])([CH3:37])[CH3:38])=[O:33])[C:25]2[CH:30]=[CH:29][CH:28]=[CH:27][CH:26]=2)=[O:22])[CH2:18][C@@:14]2([OH:40])[C:15]([CH3:16])([CH3:17])[C:3]=1[C@@H:4]([OH:58])[C:5]([C@@:7]1([CH3:57])[C@H:12]([C@@H:13]2[O:41][C:42]([C:44]2[CH:45]=[CH:46][CH:47]=[CH:48][CH:49]=2)=[O:43])[C@:11]2([O:52][C:53]([CH3:55])=[O:54])[CH2:50][O:51][C@@H:10]2[CH2:9][C@@H:8]1[OH:56])=[O:6].[OH2:61].[OH2:68].[OH2:59] |f:2.3.4.5,7.8.9.10|. Procedure details: Crude docetaxel (1.0 g,) was dissolved in 1,4-dioxane (5 ml) at 25-30° C. under constant stirring. Demineralised water (7 ml) containing 0.02 g of potassium aluminum sulfate was added slowly at 25-30° C. with constant stirring. The precipitated solid was stirred for 25-30 minutes at 25-30° C., then filtered, washed with a 1:1 solution of 1,4-dioxane and demineralised water (1 ml), dried under vacuum under humid atmosphere (until the moisture content was between 5-7% by Karl Fischer method) to af... The reactants are OC1=NOC(=C1)C1=CC=C(C=C1)OC1=CC=CC=C1 (3-Hydroxy-5-(4-phenoxyphenyl)isoxazole), C(C)(C)(C)OC(=O)NCCO (2-(N-tert-butoxycarbonylamino)ethanol). Product: C(C)(C)(C)OC(=O)NCCOC1=NOC(=C1)C1=CC=C(C=C1)OC1=CC=CC=C1 (3-(2-(N-tert-Butoxycarbonylamino)ethoxy)-5-(4-phenoxyphenyl)isoxazole). Yield: 73.5%. RXN SMILES: [OH:1][C:2]1[CH:6]=[C:5]([C:7]2[CH:12]=[CH:11][C:10]([O:13][C:14]3[CH:19]=[CH:18][CH:17]=[CH:16][CH:15]=3)=[CH:9][CH:8]=2)[O:4][N:3]=1.[C:20]([O:24][C:25]([NH:27][CH2:28][CH2:29]O)=[O:26])([CH3:23])([CH3:22])[CH3:21]>>[C:20]([O:24][C:25]([NH:27][CH2:28][CH2:29][O:1][C:2]1[CH:6]=[C:5]([C:7]2[CH:8]=[CH:9][C:10]([O:13][C:14]3[CH:19]=[CH:18][CH:17]=[CH:16][CH:15]=3)=[CH:11][CH:12]=2)[O:4][N:3]=1)=[O:26])([CH3:23])([CH3:22])[CH3:21]. Reported procedure: 3-Hydroxy-5-(4-phenoxyphenyl)isoxazole (0.2 g) and 2-(N-tert-butoxycarbonylamino)ethanol (0.14 g) were subjected to reaction and post-treatment in a similar manner to that described in Example 9(a) to obtain the title compound (0.23 g, 74%) as a colorless powder. The reactants are CN(C(=O)C1=C(C(=O)O)C=CC=C1[N+](=O)[O-])C (2-Dimethylaminocarbonyl-3-nitrobenzoic acid), allyl ester, C(C=C)OC=1C=C(C(=O)OCC=C)C=C(C1)N (allyl 3-allyloxy-5-aminobenzoate). Yields the product CN(C(=O)C1=C(C(=O)OCC=C)C=CC=C1[N+](=O)[O-])C (allyl 2-dimethylaminocarbonyl-3-nitrobenzoate). Reaction SMILES: [CH3:1][N:2]([CH3:17])[C:3]([C:5]1[C:13]([N+:14]([O-:16])=[O:15])=[CH:12][CH:11]=[CH:10][C:6]=1[C:7]([OH:9])=[O:8])=[O:4].[CH2:18](OC1C=C(C=C(N)C=1)C(OCC=C)=O)[CH:19]=[CH2:20]>>[CH3:1][N:2]([CH3:17])[C:3]([C:5]1[C:13]([N+:14]([O-:16])=[O:15])=[CH:12][CH:11]=[CH:10][C:6]=1[C:7]([O:9][CH2:20][CH:19]=[CH2:18])=[O:8])=[O:4]. Reported procedure: 2-Dimethylaminocarbonyl-3-nitrobenzoic acid (1 g) was to the allyl ester by a similar method to that described in example 1 for the formation of allyl 3-allyloxy-5-aminobenzoate giving allyl 2-dimethylaminocarbonyl-3-nitrobenzoate (0.88 g). Nmr (DMSO-d6): δ 2.45 (s, 3H); 2.97 (s, 3H); 4.79 (dd, 2H); 5.28-5.47 (m, 2H); 5.9-6.1 (m, 1H); 7.81 (t, 1H); 8.28-8.4 (dq, 2H). The reactants are O=C(O)c1ccc2nccnc2c1, CC(=O)c1ccc(N)cc1. Reagents/catalysts: CCN=C=NCCCN(C)C.Cl (EDC-HCl). Run in CN(C)C=O (DMF), CN(C)C=O (DMF), CN(C)C=O (DMF), CN(C)C=O (DMF), CN(C)C=O (DMF), CN(C)C=O (DMF). Run at temperature 25 celsius, time 2 hour. The product is CC(=O)c1ccc(NC(=O)c2ccc3nccnc3c2)cc1. Yield: 14.7%. As a reaction SMILES: CC(=O)c1ccc(N)cc1.O=C(O)c1ccc2nccnc2c1.CCN=C=NCCCN(C)C.Cl.CN(C)C=O>>CC(=O)c1ccc(NC(=O)c2ccc3nccnc3c2)cc1. Starting materials: CC(C)(C)OC(=O)N1CCCC(O)(c2ccc(Br)cc2)C1, C=O, O=CO. Yields the product CN1CCCC(O)(c2ccc(Br)cc2)C1. RXN SMILES: [C:1]([O:2][C:6](=[O:3])[N:8]1[CH2:9][C:10]([OH:14])([c:15]2[cH:16][cH:17][c:18]([Br:21])[cH:19][cH:20]2)[CH2:11][CH2:12][CH2:13]1)([CH3:4])([CH3:5])[CH3:7].[CH2:22]=[O:23].[CH:24]([OH:25])=[O:26]>>[CH3:6][N:8]1[CH2:9][C:10]([OH:14])([c:15]2[cH:16][cH:17][c:18]([Br:21])[cH:19][cH:20]2)[CH2:11][CH2:12][CH2:13]1. Starting materials: C(CC(=O)C)(=O)OC (methyl acetoacetate), [H-].[Na+] (sodium hydride), FC1=C(C(=O)Cl)C=CC=C1 (2-fluorobenzoyl chloride), O (water). Run in C1(=CC=CC=C1)C (toluene), C1(=CC=CC=C1)C (toluene). Reaction conditions: time 10 minute. Yields the product CC=1OC2=CC=CC=C2C(C1C(=O)OC)=O (methyl 2-methyl-4-oxo-4H-chromene-3-carboxylate). Reaction SMILES: [C:1]([O:7][CH3:8])(=[O:6])[CH2:2][C:3]([CH3:5])=[O:4].[H-].[Na+].F[C:12]1[CH:20]=[CH:19][CH:18]=[CH:17][C:13]=1[C:14](Cl)=[O:15].O>C1(C)C=CC=CC=1>[CH3:5][C:3]1[O:4][C:12]2[C:13]([C:14](=[O:15])[C:2]=1[C:1]([O:7][CH3:8])=[O:6])=[CH:17][CH:18]=[CH:19][CH:20]=2 |f:1.2|. Reported procedure: In a dried flask, a solution of methyl acetoacetate (2.16 mL, 20.0 mmol) in toluene (100 mL) was treated with sodium hydride (60% mineral oil dispersion, 880 mg, 22.0 mmol). The resulting mixture was stirred at rt for 10 min, and then a solution of 2-fluorobenzoyl chloride (2.23 mL, 20.0 mmol) in toluene (50 mL) was added over about a 1 min. period. The resulting mixture was heated at reflux for 24.5 h, and then poured into water (200 mL). The mixture was extracted twice with ether (50 mL each)....